From a dataset of the Open Reaction Database (ORD), a public repository of structured organic reaction records. describe an organic reaction: reactants, conditions, products, and yield The reactants are CC(=NO)c1ccccc1, CON(C)C(=O)C1CCN(C(=O)OC(C)(C)C)CC1, [Li]CCCC, C1CCOC1. Yields the product CC(C)(C)OC(=O)N1CCC(C2(O)CC(c3ccccc3)=NO2)CC1. RXN SMILES: [C:1]([CH3:2])([c:3]1[cH:4][cH:5][cH:6][cH:7][cH:8]1)=[N:9][OH:10].[CH3:16][O:17][N:18]([C:19](=[O:20])[CH:21]1[CH2:22][CH2:23][N:24]([C:27](=[O:28])[O:29][C:30]([CH3:31])([CH3:32])[CH3:33])[CH2:25][CH2:26]1)[CH3:34].[Li:11][CH2:12][CH2:13][CH2:14][CH3:15].[O:35]1[CH2:36][CH2:37][CH2:38][CH2:39]1>>[C:1]1([c:3]2[cH:4][cH:5][cH:6][cH:7][cH:8]2)=[N:9][O:10][C:19]([OH:20])([CH:21]2[CH2:22][CH2:23][N:24]([C:27](=[O:28])[O:29][C:30]([CH3:31])([CH3:32])[CH3:33])[CH2:25][CH2:26]2)[CH2:2]1. The reactants are CC1(N=CC=N1)CC1=CC=C(S1)C(CCC(=O)O)=O (4-[5-(2-methyl-1-imidazolyl-methyl)-thien-2-yl]-4-oxobutyric acid), O.NN (hydrazine hydrate). The solvent is O (water). Reaction conditions: temperature 100 celsius. Product: CC1(N=CC=N1)CC1=CC=C(S1)C=1CCC(NN1)=O (6-[5-(2-Methyl-1-imidazolylmethyl)-thien-2-yl]-3-oxo-2,3,4,5-tetrahydro-pyridazine). As a reaction SMILES: [CH3:1][C:2]1([CH2:7][C:8]2[S:12][C:11]([C:13](=O)[CH2:14][CH2:15][C:16]([OH:18])=O)=[CH:10][CH:9]=2)[N:6]=[CH:5][CH:4]=[N:3]1.O.[NH2:21][NH2:22]>O>[CH3:1][C:2]1([CH2:7][C:8]2[S:12][C:11]([C:13]3[CH2:14][CH2:15][C:16](=[O:18])[NH:21][N:22]=3)=[CH:10][CH:9]=2)[N:6]=[CH:5][CH:4]=[N:3]1 |f:1.2|. Reported procedure: A mixture of 3 g of 4-[5-(2-methyl-1-imidazolyl-methyl)-thien-2-yl]-4-oxobutyric acid, 0.54 ml of hydrazine hydrate and 50 ml water was heated for 2 hours at 100° C. After cooling the precipitated solid was filtered off, washed with water and dried. Reactants: C(CC(=O)OCC)(=O)OCC (diethyl malonate), ClC1=C(C(=O)Cl)C=C(C(=C1[N+](=O)[O-])Cl)F (2,4-dichloro-5-fluoro-3-nitrobenzoyl chloride), S(O)(O)(=O)=O (sulphuric acid), [H][H] (hydrogen), [Mg] (magnesium). Reagents/catalysts: ClC(Cl)(Cl)Cl (tetrachloromethane). Solvent: C1(=CC=CC=C1)C (toluene), C(C)O (ethanol), C1(=CC=CC=C1)C (toluene), O (water), C(C)O (ethanol). Run at time 1 hour. Yields the product C(C)OC(C(C(=O)OCC)C(C1=C(C(=C(C(=C1)F)Cl)[N+](=O)[O-])Cl)=O)=O (diethyl(2,4-dichloro-5-fluoro-3-nitrobenzoyl)malonate). The yield is 91.0%. Reaction SMILES: [Mg].[H][H].[C:4]([O:12][CH2:13][CH3:14])(=[O:11])[CH2:5][C:6]([O:8][CH2:9][CH3:10])=[O:7].[Cl:15][C:16]1[C:24]([N+:25]([O-:27])=[O:26])=[C:23]([Cl:28])[C:22]([F:29])=[CH:21][C:17]=1[C:18](Cl)=[O:19].S(=O)(=O)(O)O>C(O)C.C1(C)C=CC=CC=1.ClC(Cl)(Cl)Cl.O>[CH2:13]([O:12][C:4](=[O:11])[CH:5]([C:18](=[O:19])[C:17]1[CH:21]=[C:22]([F:29])[C:23]([Cl:28])=[C:24]([N+:25]([O-:27])=[O:26])[C:16]=1[Cl:15])[C:6]([O:8][CH2:9][CH3:10])=[O:7])[CH3:14]. Procedure: 2.1 g of tetrachloromethane are added to 10.1 g of magnesium turnings in 21 ml of ethanol and, after evolution of hydrogen has started, a mixture of 66.6 g of diethyl malonate, 40 ml of ethanol and 150 ml of toluene is added dropwise at 50°-60° C. The mixture is stirred at this temperature for 1 hour, then cooled to -5° to -10° C., and a solution of 109.2 g of 2,4-dichloro-5-fluoro-3-nitrobenzoyl chloride in 50 ml of toluene is slowly added dropwise. The mixture is then stirred at 0° C. for 1 ho...